From a dataset of the Open Reaction Database (ORD), a public repository of structured organic reaction records. describe an organic reaction: reactants, conditions, products, and yield The reactants are C(C)OC(=O)C=1C2=C(C=NC1)C(=CS2)COC2=CC(=CC=C2)N (3-(3-amino-phenoxymethyl)-thieno[3,2-c]pyridine-7-carboxylic acid ethyl ester), C(C)(C)N(CC)C(C)C (diisopropylethyl-amine), ClC=1C=C(C(=O)Cl)C=CC1 (3-chlorobenzoyl chloride). Solvent: C1CCOC1 (THF). Conditions: time 20 minute. Product: C(C)OC(=O)C=1C2=C(C=NC1)C(=CS2)COC2=CC(=CC=C2)NC(C2=CC(=CC=C2)Cl)=O (3-[3-(3-chloro-benzoylamino)-phenoxymethyl]-thieno[3,2-c]pyridine-7-carboxylic acid ethyl ester). As a reaction SMILES: [CH2:1]([O:3][C:4]([C:6]1[C:7]2[S:14][CH:13]=[C:12]([CH2:15][O:16][C:17]3[CH:22]=[CH:21][CH:20]=[C:19]([NH2:23])[CH:18]=3)[C:8]=2[CH:9]=[N:10][CH:11]=1)=[O:5])[CH3:2].C(N(C(C)C)CC)(C)C.[Cl:33][C:34]1[CH:35]=[C:36]([CH:40]=[CH:41][CH:42]=1)[C:37](Cl)=[O:38]>C1COCC1>[CH2:1]([O:3][C:4]([C:6]1[C:7]2[S:14][CH:13]=[C:12]([CH2:15][O:16][C:17]3[CH:22]=[CH:21][CH:20]=[C:19]([NH:23][C:37](=[O:38])[C:36]4[CH:40]=[CH:41][CH:42]=[C:34]([Cl:33])[CH:35]=4)[CH:18]=3)[C:8]=2[CH:9]=[N:10][CH:11]=1)=[O:5])[CH3:2]. Reported procedure: To a solution of 3-(3-amino-phenoxymethyl)-thieno[3,2-c]pyridine-7-carboxylic acid ethyl ester (35.4 mg, 0.108 mmol) (from Example 3 supra) in THF (3 mL) were added diisopropylethyl-amine (28 mg, 0.216 mmol) (Aldrich) and then 3-chlorobenzoyl chloride (28 mg, 0.161 mmol) (Aldrich). The reaction was stirred at room temperature for 20 minutes before it was concentrated to remove the solvent. The residue was diluted with EtOAc (40 mL), washed with aqueous 1N NaOH (10 mL), brine (2×10 mL), dried (Na... Reactants: ClC=1C(=NC=CN1)N (3-chloropyrazin-2-amine), C([O-])(O)=O.[Na+] (sodium bicarbonate), O (water), BrCC(C(=O)OC)=O (methyl bromopyruvate). Run in C(C)#N (acetonitrile). Conditions: temperature 80 celsius. Yields the product ClC=1C=2N(C=CN1)C=C(N2)C(=O)OC (methyl 8-chloroimidazo[1,2-a]pyrazine-2-carboxylate). The yield is 70.7%. Reaction SMILES: [Cl:1][C:2]1[C:3]([NH2:8])=[N:4][CH:5]=[CH:6][N:7]=1.C(=O)(O)[O-].[Na+].Br[CH2:15][C:16](=O)[C:17]([O:19][CH3:20])=[O:18].O>C(#N)C>[Cl:1][C:2]1[C:3]2[N:4]([CH:15]=[C:16]([C:17]([O:19][CH3:20])=[O:18])[N:8]=2)[CH:5]=[CH:6][N:7]=1 |f:1.2|. Reported procedure: To a solution of 3-chloropyrazin-2-amine (52 g, 401 mmol) in acetonitrile (750 mL) under N2 was added sodium bicarbonate (67.4 g, 803 mmol), and then methyl bromopyruvate (97 mL, 803 mmol). The mixture was then heated to 80° C. for 4 hours and then cooled to r.t. The reaction was then diluted water (2200 mL) and stirred for 30 minutes. The resulting solids were filtered, azeotroped with EtOAc (2 L), and dried overnight at 40° C. under vacuum and nitrogen sweep to give the title compound (60 g). ... Starting materials: CN(C)C=O, O=C(NCC1CCCC1)c1ccc2[nH]ccc2c1, [Cl-], [H-], C=CC(N)=O, [NH4+], [Na+]. The product is NC(=O)CCn1ccc2cc(C(=O)NCC3CCCC3)ccc21. As a reaction SMILES: [CH3:28][N:29]([CH3:30])[CH:31]=[O:32].[CH:1]1([CH2:6][NH:7][C:8](=[O:9])[c:10]2[cH:11][c:12]3[cH:13][cH:14][nH:15][c:16]3[cH:17][cH:18]2)[CH2:2][CH2:3][CH2:4][CH2:5]1.[Cl-:26].[H-:19].[NH2:21][C:22](=[O:23])[CH:24]=[CH2:25].[NH4+:27].[Na+:20]>>[CH:1]1([CH2:6][NH:7][C:8](=[O:9])[c:10]2[cH:11][c:12]3[cH:13][cH:14][n:15]([CH2:25][CH2:24][C:22]([NH2:21])=[O:23])[c:16]3[cH:17][cH:18]2)[CH2:2][CH2:3][CH2:4][CH2:5]1. Reactants: COc1ccc2c(c1)Sc1ccc(SC)cc1C(N1CCNCC1)C2, O=C1CCCCN1CCCl, Cl. Product: COc1ccc2c(c1)Sc1ccc(SC)cc1C(N1CCN(CCN3CCCCC3=O)CC1)C2. As a reaction SMILES: [CH3:1][O:2][c:3]1[cH:4][cH:5][c:6]2[c:7]([cH:25]1)[S:8][c:9]1[c:10]([cH:19][c:20]([S:23][CH3:24])[cH:21][cH:22]1)[CH:11]([N:13]1[CH2:14][CH2:15][NH:16][CH2:17][CH2:18]1)[CH2:12]2.[Cl:27][CH2:28][CH2:29][N:30]1[C:31](=[O:36])[CH2:32][CH2:33][CH2:34][CH2:35]1.[ClH:26]>>[CH3:1][O:2][c:3]1[cH:4][cH:5][c:6]2[c:7]([cH:25]1)[S:8][c:9]1[c:10]([cH:19][c:20]([S:23][CH3:24])[cH:21][cH:22]1)[CH:11]([N:13]1[CH2:14][CH2:15][N:16]([CH2:28][CH2:29][N:30]3[C:31](=[O:36])[CH2:32][CH2:33][CH2:34][CH2:35]3)[CH2:17][CH2:18]1)[CH2:12]2. The reactants are CN(C)C(=O)/N=N/C(=O)N(C)C (TMAD), C(C)(C)(C)OC(=O)N1CCN(CC1)C=1C(=NC=CN1)OCCO (2-[3-(4-tert-butoxycarbonyl-1-piperazinyl)-pyrazinyloxy]ethanol), C1(=CC=CC=C1)P(C1=CC=CC=C1)C1=CC=CC=C1 (triphenylphosphine), C1OC2=C(O1)C=C(C=C2)O (sesamol). The solvent is C1CCOC1 (THF). Run at time 2 hour. The product is O1COC2=C1C=CC(=C2)OCCN2C(C(=NC=C2)N2CCNCC2)=O (1-[2-(1,3-Benzodioxol-5-yloxy)ethyl]-3-(1-piperazinyl)-2(1H)-pyrazinone). The yield is 22.7%. RXN SMILES: CN(C(/N=N/C(N(C)C)=O)=O)C.C(OC([N:20]1[CH2:25][CH2:24][N:23]([C:26]2[C:27]([O:32]CCO)=[N:28][CH:29]=[CH:30][N:31]=2)[CH2:22][CH2:21]1)=O)(C)(C)C.[C:36]1(P(C2C=CC=CC=2)C2C=CC=CC=2)C=CC=C[CH:37]=1.[CH2:55]1[O:59][C:58]2[CH:60]=[C:61]([OH:64])[CH:62]=[CH:63][C:57]=2[O:56]1>C1COCC1>[O:56]1[C:57]2[CH:63]=[CH:62][C:61]([O:64][CH2:36][CH2:37][N:28]3[CH:29]=[CH:30][N:31]=[C:26]([N:23]4[CH2:22][CH2:21][NH:20][CH2:25][CH2:24]4)[C:27]3=[O:32])=[CH:60][C:58]=2[O:59][CH2:55]1. Procedure: TMAD (0.207 g, 1.20 mmol) was added to a solution of 2-[3-(4-tert-butoxycarbonyl-1-piperazinyl)-pyrazinyloxy]ethanol (0.324 g, 1.00 mmol), triphenylphosphine (0.315 g, 1.20 mmol) and sesamol (0.173 g, 1.25 mmol) in THF (1 mL) at room temperature. After being stirred for 2 h, the reaction mixture was concentrated and put through a silica column using toluene/EtOAc (7:3) as eluent. Solvents were removed in vacuo and the resulting N-t-BOC derivative was treated with dichloromethane/TFA/H2O (50:45:5... The reactants are CCOC(=O)c1cc(OC(C)=O)c2c(cnn2C2CCCCO2)c1, CCO, [K+], [K+], O=C([O-])[O-]. Yields the product CCOC(=O)c1cc(O)c2c(cnn2C2CCCCO2)c1. RXN SMILES: [C:1](=[O:2])([CH3:3])[O:4][c:5]1[cH:6][c:7]([C:20](=[O:21])[O:22][CH2:23][CH3:24])[cH:8][c:9]2[cH:10][n:11][n:12]([CH:14]3[O:15][CH2:16][CH2:17][CH2:18][CH2:19]3)[c:13]12.[CH3:31][CH2:32][OH:33].[K+:25].[K+:26].[O-:27][C:28]([O-:29])=[O:30]>>[OH:4][c:5]1[cH:6][c:7]([C:20](=[O:21])[O:22][CH2:23][CH3:24])[cH:8][c:9]2[cH:10][n:11][n:12]([CH:14]3[O:15][CH2:16][CH2:17][CH2:18][CH2:19]3)[c:13]12.